Dataset: the Open Reaction Database (ORD), a public repository of structured organic reaction records. Task: describe an organic reaction: reactants, conditions, products, and yield The reactants are Oc1ccc(OCc2ccccc2)cc1, CC(C)N(CC1CO1)S(C)(=O)=O, CC(C)(C)[O-], CO, [K+], [Na+], [OH-]. The product is CC(C)N(CC(O)COc1ccc(OCc2ccccc2)cc1)S(C)(=O)=O. As a reaction SMILES: [CH2:13]([c:14]1[cH:15][cH:16][cH:17][cH:18][cH:19]1)[O:20][c:21]1[cH:22][cH:23][c:24]([OH:27])[cH:25][cH:26]1.[CH3:1][CH:2]([CH3:3])[N:4]([CH2:5][CH:6]1[O:7][CH2:8]1)[S:9](=[O:10])(=[O:11])[CH3:12].[CH3:28][C:29]([CH3:30])([O-:31])[CH3:32].[CH3:34][OH:35].[K+:33].[Na+:37].[OH-:36]>>[CH3:1][CH:2]([CH3:3])[N:4]([CH2:5][CH:6]([OH:7])[CH2:8][O:27][c:24]1[cH:23][cH:22][c:21]([O:20][CH2:13][c:14]2[cH:15][cH:16][cH:17][cH:18][cH:19]2)[cH:26][cH:25]1)[S:9](=[O:10])(=[O:11])[CH3:12]. Reactants: ClCCl, CCOC(=O)N=NC(=O)OCC, COC(=O)c1ccc(O)cc1, OCCCN1CCCC1, c1ccc(P(c2ccccc2)c2ccccc2)cc1. Yields the product COC(=O)c1ccc(OCCCN2CCCC2)cc1. RXN SMILES: [Cl:52][CH2:53][Cl:54].[O:40]=[C:41]([O:42][CH2:43][CH3:44])[N:45]=[N:46][C:47]([O:48][CH2:49][CH3:50])=[O:51].[OH:20][c:21]1[cH:22][cH:23][c:24]([C:25](=[O:26])[O:27][CH3:28])[cH:29][cH:30]1.[OH:31][CH2:32][CH2:33][CH2:34][N:35]1[CH2:36][CH2:37][CH2:38][CH2:39]1.[c:1]1([P:2]([c:3]2[cH:4][cH:5][cH:6][cH:7][cH:8]2)[c:9]2[cH:10][cH:11][cH:12][cH:13][cH:14]2)[cH:15][cH:16][cH:17][cH:18][cH:19]1>>[O:20]([c:21]1[cH:22][cH:23][c:24]([C:25](=[O:26])[O:27][CH3:28])[cH:29][cH:30]1)[CH2:32][CH2:33][CH2:34][N:35]1[CH2:36][CH2:37][CH2:38][CH2:39]1. Reactants: OC1(C2=C(C=CC3=C1C=CC=C3)C=CC=C2)C=C (5-hydroxy-5-vinyl-5H-dibenzo[a,d]cycloheptene), S(=O)(Cl)Cl (thionylchloride), O (Water). The solvent is ClCCl (dichloromethane). Run at time 4 hour. Yields the product ClCC=C1C2=C(C=CC3=C1C=CC=C3)C=CC=C2 (5-(2'-CHLOROETHYLIDENE)-5H-DIBENZO[a,d]CYCLOHEPTENE). Isolated yield 74.2%. Reaction SMILES: O[C:2]1([CH:17]=[CH2:18])[C:8]2[CH:9]=[CH:10][CH:11]=[CH:12][C:7]=2[CH:6]=[CH:5][C:4]2[CH:13]=[CH:14][CH:15]=[CH:16][C:3]1=2.S(Cl)([Cl:21])=O.O>ClCCl>[Cl:21][CH2:18][CH:17]=[C:2]1[C:8]2[CH:9]=[CH:10][CH:11]=[CH:12][C:7]=2[CH:6]=[CH:5][C:4]2[CH:13]=[CH:14][CH:15]=[CH:16][C:3]1=2. Procedure: To a solution of 5-hydroxy-5-vinyl-5H-dibenzo[a,d]cycloheptene (11 g, 48 mmol) in dichloromethane (300 ml) at 0° C. under argon atmosphere is added dropwise thionylchloride (62 mmol, 4.6 ml). The mixture is then stirred for 4 hours at room temperature. Water (100 ml) is added, the organic phase is removed and the aqueous phase is extracted with ether (350 ml). The combined organic phases are washed with water, saturated aqueous sodium bicarbonate and brine, dried over magnesium sulfate, filtered... Starting materials: C(C)(=O)OC(CC1C(C1(C)C)C=C(Cl)Cl)C(C)=O (1-[2-(2,2-dichlorovinyl)-3,3-dimethylcyclopropyl]-3-oxo-2-butyl acetate), VI, C--C(O)CH3, C(Cl)(Cl)Cl (chloroform), ClC1=CC(=CC=C1)C(=O)OO (3-chloroperbenzoic acid), CSC (dimethyl sulphide), ClC1=CC(=CC=C1)C(=O)OO (3-chloroperbenzoic acid). Solvent: ClCCl (dichloromethane). Conditions: temperature 20 celsius, time 5 hour. The product is C(C)(=O)OC(C[C@@H]1[C@@H](C1(C)C)C=C(Cl)Cl)OC(C)=O ((1R,cis)-2-[2-(2,2-dichlorovinyl)-3,3-dimethylcyclopropyl]ethylidene diacetate). Isolated yield 63.0%. RXN SMILES: [C:1]([O:4][CH:5](C(=O)C)[CH2:6][CH:7]1[C:9]([CH3:11])([CH3:10])[CH:8]1[CH:12]=[C:13]([Cl:15])[Cl:14])(=[O:3])[CH3:2].C(Cl)(Cl)Cl.ClC1C=CC=[C:26]([C:30]([O:32]O)=[O:31])C=1.CSC>ClCCl>[C:30]([O:32][CH:5]([O:4][C:1](=[O:3])[CH3:2])[CH2:6][C@H:7]1[C:9]([CH3:10])([CH3:11])[C@H:8]1[CH:12]=[C:13]([Cl:14])[Cl:15])(=[O:31])[CH3:26]. Reported procedure: The contents of a 50-ml flask charged with 1-[2-(2,2-dichlorovinyl)-3,3-dimethylcyclopropyl]-3-oxo-2-butyl acetate prepared as in Embodiment VI above (11.9 mmol, 100% (1R,cis) both spatial configurations around C--C(O)CH3 present), chloroform (10 ml) and 3-chloroperbenzoic acid (26 mmol) were stirred magnetically for five hours at 20° C. Then, another quantity of 3-chloroperbenzoic acid (6 mmol) was added and stirring was continued for 16 hours. The reaction mixture obtained was mixed with dimet... Reactants: FC=1C=CC2=C(CCCC(N2C(C)C)=O)C1 (7-fluoro-1-isopropyl-1,3,4,5-tetrahydro-1-benzazepin-2-one), II (Iodine), I[Si](C)(C)C (Iodotrimethylsilane), N,N′,N′-tetramethylethylenediamine. Solvent: ClCCl (dichloromethane), ClCCl (Dichloromethane). Run at temperature -10 celsius, time 30 minute. Product: FC=1C=CC2=C(CCC(C(N2C(C)C)=O)I)C1 (7-fluoro-3-iodo-1-isopropyl-1,3,4,5-tetrahydro-1-benzazepin-2-one). RXN SMILES: [F:1][C:2]1[CH:3]=[CH:4][C:5]2[N:11]([CH:12]([CH3:14])[CH3:13])[C:10](=[O:15])[CH2:9][CH2:8][CH2:7][C:6]=2[CH:16]=1.[I:17][Si](C)(C)C.II>ClCCl>[F:1][C:2]1[CH:3]=[CH:4][C:5]2[N:11]([CH:12]([CH3:14])[CH3:13])[C:10](=[O:15])[CH:9]([I:17])[CH2:8][CH2:7][C:6]=2[CH:16]=1. Procedure details: An oven-dried round-bottom flask containing the product of Step 4 (1.92 g, 8.68 mmol) was fitted with a stirbar and septa and flushed with nitrogen. Dichloromethane (50 mL) and N,N′,N′-tetramethylethylenediamine (5.80 mL, 38.4 mmol) were added, giving a solution that was cooled to −10° C. Iodotrimethylsilane (4.80 mL, 35.3 mmol) was added, and stirring was continued at −10° C. for 30 minutes. Iodine (4.71 g, 18.6 mmol) was then added, and the reaction was warmed to 0° C. After stirring 2 hours a... The reactants are C1(CC1)NCC(=CC1=CC=C(C(=O)O)C=C1)C1=CC=C(C=C1)F (4-(3-(cyclopropylamino)-2-(4-fluorophenyl)prop-1-en-1-yl)benzoic acid), CCN=C=NCCCN(C)C.Cl (EDCl), C=1C=CC2=C(C1)N=NN2O (HOBt), TEA, n-phenylenediamine, O (water). Solvent: CN(C)C=O (DMF). Run at time 2 hour. Yields the product NC1=C(C=CC=C1)NC(C1=CC=C(C=C1)C=C(CNC1CC1)C1=CC=C(C=C1)F)=O (N-(2-aminophenyl)-4-(3-(cyclopropylamino)-2-(4-fluorophenyl)prop-1-enyl)benzamide). Yield: 7.7%. RXN SMILES: [CH:1]1([NH:4][CH2:5][C:6]([C:17]2[CH:22]=[CH:21][C:20]([F:23])=[CH:19][CH:18]=2)=[CH:7][C:8]2[CH:16]=[CH:15][C:11]([C:12]([OH:14])=O)=[CH:10][CH:9]=2)[CH2:3][CH2:2]1.CCN=C=NCCCN(C)C.Cl.[CH:36]1[CH:37]=[CH:38][C:39]2[N:44](O)N=[N:42][C:40]=2[CH:41]=1.O>CN(C=O)C>[NH2:42][C:40]1[CH:41]=[CH:36][CH:37]=[CH:38][C:39]=1[NH:44][C:12](=[O:14])[C:11]1[CH:15]=[CH:16][C:8]([CH:7]=[C:6]([C:17]2[CH:18]=[CH:19][C:20]([F:23])=[CH:21][CH:22]=2)[CH2:5][NH:4][CH:1]2[CH2:2][CH2:3]2)=[CH:9][CH:10]=1 |f:1.2|. Reported procedure: To a solution of 4-(3-(cyclopropylamino)-2-(4-fluorophenyl)prop-1-en-1-yl)benzoic acid (0.4 g, 1.3 mmol) in DMF (5 mL), EDCl (0.49 g, 2.6 mmol), HOBt (0.175 g. 1.3 mmol) and TEA (0.54 mL, 3.9 mmol), were added, followed by n-phenylenediamine (0.280 g, 2.6 mmol). The reaction mixture was stirred at room temperature for 2 hours, subsequently the residue was poured into water and extracted with ethyl acetate (300 mL) and washed with water (3×50 mL) and brine (100 mL). The organic layer was dried ov... Starting materials: ethereal solution, C1(=CC=CC=C1)[Mg]Br (phenylmagnesium bromide), C(C)OCC (diethylether). Reagents/catalysts: [Br-].[Zn+2].[Br-] (zinc bromide). Reaction conditions: temperature -5 celsius. Product: C1(=CC=CC=C1)[C@@H](C)O ((R)phenylethanol). RXN SMILES: [C:1]1([Mg]Br)[CH:6]=[CH:5][CH:4]=[CH:3][CH:2]=1.[CH2:9]([O:11]CC)[CH3:10]>[Br-].[Zn+2].[Br-]>[C:1]1([C@H:9]([OH:11])[CH3:10])[CH:6]=[CH:5][CH:4]=[CH:3][CH:2]=1 |f:2.3.4|. Reported procedure: Anhydrous zinc bromide (11.37 g) was charged to a dry, stirred 250 ml flask filled with nitrogen. Dried diethylether (75 ml) was added and the slurry heated to reflux until a homogenous solution. A 3molar ethereal solution of phenylmagnesium bromide (33.3 ml) was slowly added. Solvent was distilled from the reaction mixture at ambient pressure, whilst maintaining a constant volume by addition of toluene until a distillate temperature of 110° C. was reached. The hot slurry was screened under a ni...